This data is from the Open Reaction Database (ORD), a public repository of structured organic reaction records. The task is: describe an organic reaction: reactants, conditions, products, and yield The reactants are ClC1=C(C=CC(=C1)Cl)C1=C(C=NO1)C(=O)Cl (5-(2',4'-Dichlorophenyl)-4-isoxazolecarbonyl chloride), COCCOCCO (2-(2'-methoxyethoxy) ethanol). The product is COCCOCCOC(=O)C=1C=NOC1C1=C(C=C(C=C1)Cl)Cl (2-(2'-methoxyethoxy)ethyl-5-(2',4'-dichlorophenyl)-4-isoxazolecarboxylate). Isolated yield 96.0%. RXN SMILES: [Cl:1][C:2]1[CH:7]=[C:6]([Cl:8])[CH:5]=[CH:4][C:3]=1[C:9]1[O:13][N:12]=[CH:11][C:10]=1[C:14](Cl)=[O:15].[CH3:17][O:18][CH2:19][CH2:20][O:21][CH2:22][CH2:23][OH:24]>>[CH3:17][O:18][CH2:19][CH2:20][O:21][CH2:22][CH2:23][O:24][C:14]([C:10]1[CH:11]=[N:12][O:13][C:9]=1[C:3]1[CH:4]=[CH:5][C:6]([Cl:8])=[CH:7][C:2]=1[Cl:1])=[O:15]. Procedure details: 5-(2',4'-Dichlorophenyl)-4-isoxazolecarbonyl chloride (2.0 g.; 0.007 mol.) was covered with 2-(2'-methoxyethoxy) ethanol and the solution was heated on a steam cone for 2 hours. After esterification, the excess 2-(2'-methoxyethoxy) ethanol was extracted into water. The insoluble oil was dissolved in ether, dried with anhydrous magnesium sulfate and concentrated to yield 2-(2'-methoxyethoxy)ethyl-5-(2',4'-dichlorophenyl)-4-isoxazolecarboxylate (2.4 g.; 96% yield) as an oil having the following an... As a reaction SMILES: [N:1]1[C:5]2[CH:6]=[CH:7][CH:8]=[CH:9][C:4]=2[NH:3][C:2]=1[NH:10][C:11]([N:13]1[CH:17]=[CH:16]N=C1)=[S:12].[CH3:18][O:19][C:20]1[CH:21]=[C:22](CCN)[CH:23]=[CH:24][CH:25]=1.C(OCC)(=O)C>CN(C)C=O>[CH3:18][O:19][C:20]1[CH:25]=[C:24]([CH2:16][CH2:17][NH:13][C:11]([NH:10][C:2]2[NH:1][C:5]3[CH:6]=[CH:7][CH:8]=[CH:9][C:4]=3[N:3]=2)=[S:12])[CH:23]=[CH:22][CH:21]=1. Procedure: A solution of 1-[(2-benzimidazolyl)thiocarbamoyl]imidazole (1.22 g, 5.0 mmol) and 2-(3-methoxyphenyl)ethylamine (0.78 g, 5.0 mmol) in N,N-dimethylformamide (20 mL) was stirred at 90° C. for 2 h. The reaction was cooled to room temperature, poured into ethyl acetate, washed with water, 1N aqueous HCl, water, saturated sodium bicarbonate, and brine. The organic layer was concentrated and the resultant solid was purified by chromatography on silica gel to provide 1.2 g (73%) of the titled product a... Starting materials: N1=C(NC2=C1C=CC=C2)NC(=S)N2C=NC=C2 (1-[(2-benzimidazolyl)thiocarbamoyl]imidazole), COC=1C=C(C=CC1)CCN (2-(3-methoxyphenyl)ethylamine), C(C)(=O)OCC (ethyl acetate). Isolated yield 73.5%. The product is COC=1C=C(C=CC1)CCNC(=S)NC=1NC2=C(N1)C=CC=C2 (N-[2-(3-methoxyphenyl)ethyl]-N'-(2-benzimidazolyl)thiourea). Run in CN(C=O)C (N,N-dimethylformamide). Starting materials: CC(=O)O, Cl[Hg]Cl, COc1cc(Cc2c(N)nc(N)nc2Cl)cc(OC)c1N, O, [Zn]. Yields the product COc1cc(Cc2cnc(N)nc2N)cc(OC)c1N. Reaction SMILES: [CH3:27][C:28](=[O:29])[OH:30].[Cl:23][Hg:24][Cl:25].[NH2:2][c:3]1[n:4][c:5]([Cl:22])[c:6]([CH2:10][c:11]2[cH:12][c:13]([O:20][CH3:21])[c:14]([NH2:19])[c:15]([O:17][CH3:18])[cH:16]2)[c:7]([NH2:9])[n:8]1.[OH2:1].[Zn:26]>>[NH2:2][c:3]1[n:4][cH:5][c:6]([CH2:10][c:11]2[cH:12][c:13]([O:20][CH3:21])[c:14]([NH2:19])[c:15]([O:17][CH3:18])[cH:16]2)[c:7]([NH2:9])[n:8]1. Starting materials: O=C=NCc1ccccc1, ClC(Cl)Cl, NOCC(O)CN1CCCCC1. Product: O=C(NCc1ccccc1)NOCC(O)CN1CCCCC1. RXN SMILES: [CH2:13]([c:14]1[cH:15][cH:16][cH:17][cH:18][cH:19]1)[N:20]=[C:21]=[O:22].[CH:23]([Cl:24])([Cl:25])[Cl:26].[OH:1][CH:2]([CH2:3][O:4][NH2:5])[CH2:6][N:7]1[CH2:8][CH2:9][CH2:10][CH2:11][CH2:12]1>>[OH:1][CH:2]([CH2:3][O:4][NH:5][C:21]([NH:20][CH2:13][c:14]1[cH:15][cH:16][cH:17][cH:18][cH:19]1)=[O:22])[CH2:6][N:7]1[CH2:8][CH2:9][CH2:10][CH2:11][CH2:12]1.